From a dataset of the Open Reaction Database (ORD), a public repository of structured organic reaction records. describe an organic reaction: reactants, conditions, products, and yield Starting materials: CCN(C(C)C)C(C)C, NCCc1c[nH]c2ccc(Cl)cc12, O=C(Cl)Oc1ccccc1, ClCCl, Cl. Yields the product O=C(NCCc1c[nH]c2ccc(Cl)cc12)Oc1ccccc1. Reaction SMILES: [CH:1]([N:2]([CH2:3][CH3:4])[CH:5]([CH3:6])[CH3:7])([CH3:8])[CH3:9].[Cl:11][c:12]1[cH:13][c:14]2[c:15]([CH2:21][CH2:22][NH2:23])[cH:16][nH:17][c:18]2[cH:19][cH:20]1.[Cl:24][C:25](=[O:26])[O:27][c:28]1[cH:29][cH:30][cH:31][cH:32][cH:33]1.[Cl:34][CH2:35][Cl:36].[ClH:10]>>[Cl:11][c:12]1[cH:13][c:14]2[c:15]([CH2:21][CH2:22][NH:23][C:25](=[O:26])[O:27][c:28]3[cH:29][cH:30][cH:31][cH:32][cH:33]3)[cH:16][nH:17][c:18]2[cH:19][cH:20]1. Starting materials: O=C(O)c1ccc2c(c1)S(=O)(=O)c1ccccc1C2=O, CN(C)C=O, O=S(Cl)Cl. Yields the product COC(=O)c1ccc2c(c1)S(=O)(=O)c1ccccc1C2=O. As a reaction SMILES: [C:1](=[O:2])([OH:3])[c:4]1[cH:5][cH:6][c:7]2[c:16]([cH:17]1)[S:15](=[O:18])(=[O:19])[c:14]1[c:9]([cH:10][cH:11][cH:12][cH:13]1)[C:8]2=[O:20].[CH3:25][N:26]([CH3:27])[CH:28]=[O:29].[S:21]([Cl:22])([Cl:23])=[O:24]>>[C:1]([O:2][CH3:25])(=[O:3])[c:4]1[cH:5][cH:6][c:7]2[c:16]([cH:17]1)[S:15](=[O:18])(=[O:19])[c:14]1[c:9]([cH:10][cH:11][cH:12][cH:13]1)[C:8]2=[O:20].